The task is: describe an organic reaction: reactants, conditions, products, and yield. This data is from the Open Reaction Database (ORD), a public repository of structured organic reaction records. Reactants: C(C)(C)(C)NS(=O)(=O)C=1SC=CC1Br (N-t-butyl-3-bromo-2-thiophenesulfonamide), [Cl-].[NH4+] (ammonium chloride), C(C)(=O)OCC (ethyl acetate), C(CCC)[Li] (n-butyl lithium), ethyl chloroacetates. Conditions: temperature -78 celsius, time 10 minute. Yields the product C(C)(C)(C)NS(=O)(=O)C=1SC=CC1C(CCl)=O (N-t-butyl-3-chloroacetyl-2-thiophenesulfonamide). Yield: 69.0%. RXN SMILES: [C:1]([NH:5][S:6]([C:9]1[S:10][CH:11]=[CH:12][C:13]=1Br)(=[O:8])=[O:7])([CH3:4])([CH3:3])[CH3:2].C([Li])CCC.[Cl-:20].[NH4+].[C:22]([O:25]CC)(=O)[CH3:23]>>[C:1]([NH:5][S:6]([C:9]1[S:10][CH:11]=[CH:12][C:13]=1[C:22](=[O:25])[CH2:23][Cl:20])(=[O:8])=[O:7])([CH3:4])([CH3:3])[CH3:2] |f:2.3|. Procedure: 2.98 g (0.0| mole) of N-t-butyl-3-bromo-2-thiophenesulfonamide was dissolved in 50 ml of dry tetrahydrofura mixture was cooled to -78° C. under nitrogen gas. To the reaction solution was slowly added dropwise 8.4 ml of n-butyl lithium(2.5N) and then the temperature of the mixture was raised slowly to -20° C. and again cooled to -78° C. 1.4 g (0.012 mole) of ethyl chloroacetates was added slowly to the mixture. The temperature of the reaction mixture was raised slowly to -20° C. again and then th... Starting materials: C(Cl)Cl (CH2Cl2), ClC1=C2C(NC(=N1)C)=CC(=N2)C2=CC=CC=C2 (4-chloro-2-methyl-6-phenylpyrrolo[3,2-d]pyrimidine), N1C(CCCC1)CN(C)C (N-(2-piperidylmethyl)-dimethylamine), C(=O)([O-])[O-].[K+].[K+] (K2CO3). Solvent: O (H2O), O (H2O). Conditions: temperature 140 celsius, time 2.5 hour. Yields the product CN(CC1N(CCCC1)C=1N=C(NC=2C1N=C(C2)C2=CC=CC=C2)C)C (Dimethyl{[1-(2-methyl-6-phenylpyrrolo[2,3-e]pyrimidin-4-yl)(2-piperidyl)]methyl}amine). Isolated yield 34.2%. RXN SMILES: Cl[C:2]1[N:7]=[C:6]([CH3:8])[NH:5][C:4]2=[CH:9][C:10]([C:12]3[CH:17]=[CH:16][CH:15]=[CH:14][CH:13]=3)=[N:11][C:3]=12.[NH:18]1[CH2:23][CH2:22][CH2:21][CH2:20][CH:19]1[CH2:24][N:25]([CH3:27])[CH3:26].C([O-])([O-])=O.[K+].[K+].C(Cl)Cl>O>[CH3:26][N:25]([CH3:27])[CH2:24][CH:19]1[CH2:20][CH2:21][CH2:22][CH2:23][N:18]1[C:2]1[N:7]=[C:6]([CH3:8])[NH:5][C:4]2[C:3]=1[N:11]=[C:10]([C:12]1[CH:17]=[CH:16][CH:15]=[CH:14][CH:13]=1)[CH:9]=2 |f:2.3.4|. Procedure details: To a mixture of 4-chloro-2-methyl-6-phenylpyrrolo[3,2-d]pyrimidine (Example 1(e)) (88.3 mg, 0.36 mmol) and N-(2-piperidylmethyl)-dimethylamine (Salor Chemical Company) (0.25 g, 1.72 mmol) was added a solution of K2CO3 (0.25 g, 1.60 mmol) in H2O (2.5 mL). This mixture was stirred at 140° C. in a closed-capped Wheaton vial for 2.5 h. After cooling, CH2Cl2 (10 ML) and H2O (10 mL) were added. The organic solution was removed and the aqueous solution was washed with CH2Cl2 (10 mL). The combined organ... Starting materials: CC(C1=CC=CC=C1)(C1CCNCC1)O (α-methyl-α-(4-piperidyl)-benzyl alcohol), FC1=CC=C(C=C1)C(CCCCl)=O (4'-fluoro-4-chlorobutyrophenone), C([O-])([O-])=O.[Na+].[Na+] (sodium carbonate), [I-].[Na+] (sodium iodide). Run in CC(CC(C)=O)C (4-methyl-2-pentanone). The product is FC1=CC=C(C=C1)C(CCCN1CCC(CC1)C(C1=CC=CC=C1)(C)O)=O (4'-fluoro-4-[4-(α-hydroxy-α-methylbenzyl)-piperidino]- butyrophenone). Reaction SMILES: [CH3:1][C:2]([OH:15])([CH:9]1[CH2:14][CH2:13][NH:12][CH2:11][CH2:10]1)[C:3]1[CH:8]=[CH:7][CH:6]=[CH:5][CH:4]=1.[F:16][C:17]1[CH:22]=[CH:21][C:20]([C:23](=[O:28])[CH2:24][CH2:25][CH2:26]Cl)=[CH:19][CH:18]=1.C(=O)([O-])[O-].[Na+].[Na+].[I-].[Na+]>CC(C)CC(=O)C>[F:16][C:17]1[CH:18]=[CH:19][C:20]([C:23](=[O:28])[CH2:24][CH2:25][CH2:26][N:12]2[CH2:13][CH2:14][CH:9]([C:2]([OH:15])([CH3:1])[C:3]3[CH:8]=[CH:7][CH:6]=[CH:5][CH:4]=3)[CH2:10][CH2:11]2)=[CH:21][CH:22]=1 |f:2.3.4,5.6|. Reported procedure: The mixture of 2 g of α-methyl-α-(4-piperidyl)-benzyl alcohol, 1.95 g of 4'-fluoro-4-chlorobutyrophenone, 2 g of sodium carbonate (anhydrous), a crystal of sodium iodide and 150 ml of 4-methyl-2-pentanone are stirred and refluxed for 72 hours. The reaction mixture is filtered to remove the inorganic salts and the filtrate evaporated under reduced pressure. Diethyl ether is added to the residue and the resulting solution extracted with 5% aqueous hydrochloric acid. The aqueous solution is made ba...